Dataset: the Open Reaction Database (ORD), a public repository of structured organic reaction records. Task: describe an organic reaction: reactants, conditions, products, and yield Starting materials: FC(OC1=C(C=C(C=C1)C=1OC=C(N1)CNC(C1=C(C=CC=C1)OCC)=O)O)F (N-[2-(4-difluoromethoxy-3-hydroxyphenyl)oxazol-4-ylmethyl]-2-ethoxybenzamide), BrCCC=C (4-bromo-1-butene). Product: C(CC=C)OC=1C=C(C=CC1OC(F)F)C=1OC=C(N1)CNC(C1=C(C=CC=C1)OCC)=O (N-[2-(3-but-3-enyloxy-4-difluoromethoxy phenyl)oxazol-4-ylmethyl]-2-ethoxybenzamide). As a reaction SMILES: [F:1][CH:2]([F:29])[O:3][C:4]1[CH:9]=[CH:8][C:7]([C:10]2[O:11][CH:12]=[C:13]([CH2:15][NH:16][C:17](=[O:27])[C:18]3[CH:23]=[CH:22][CH:21]=[CH:20][C:19]=3[O:24][CH2:25][CH3:26])[N:14]=2)=[CH:6][C:5]=1[OH:28].Br[CH2:31][CH2:32][CH:33]=[CH2:34]>>[CH2:34]([O:28][C:5]1[CH:6]=[C:7]([C:10]2[O:11][CH:12]=[C:13]([CH2:15][NH:16][C:17](=[O:27])[C:18]3[CH:23]=[CH:22][CH:21]=[CH:20][C:19]=3[O:24][CH2:25][CH3:26])[N:14]=2)[CH:8]=[CH:9][C:4]=1[O:3][CH:2]([F:1])[F:29])[CH2:33][CH:32]=[CH2:31]. Procedure details: Using the compound obtained in Example 347 and 4-bromo-1-butene, white powdery N-[2-(3-but-3-enyloxy-4-difluoromethoxy phenyl)oxazol-4-ylmethyl]-2-ethoxybenzamide was obtained following the procedure of Example 348. Starting materials: CCOC(=O)C (EtOAc), OCCOCCO (2-hydroxyethyl ether), BrCC(=O)OC(C)(C)C (tert-butyl 2-bromoacetate), C[Si](C)(C)[N-][Si](C)(C)C.[Na+] (Sodium bis(trimethylsilyl)amide). The solvent is O1CCCC1 (tetrahydrofuran). Reaction conditions: time 30 minute. Product: OCCOCCOCC(=O)OC(C)(C)C (tert-butyl 8-hydroxy -3,6- dioxaoctanoate). RXN SMILES: [OH:1][CH2:2][CH2:3][O:4][CH2:5][CH2:6][OH:7].C[Si]([N-][Si](C)(C)C)(C)C.[Na+].Br[CH2:19][C:20]([O:22][C:23]([CH3:26])([CH3:25])[CH3:24])=[O:21].CCOC(C)=O>O1CCCC1>[OH:1][CH2:2][CH2:3][O:4][CH2:5][CH2:6][O:7][CH2:19][C:20]([O:22][C:23]([CH3:26])([CH3:25])[CH3:24])=[O:21] |f:1.2|. Procedure: A solution of 53 g of 2-hydroxyethyl ether (0.5 mol) in 200 mL of tetrahydrofuran was prepared, and the solution cooled in an ice-water bath. The solution was placed under a slow stream of argon. Sodium bis(trimethylsilyl)amide (125 mL, 0.125 mol, 1 M in tetrahydrofuran) was added dropwise over a 30 minute period. The mixture was stirred an additional 30 minutes, then 24.4 g of tert-butyl 2-bromoacetate (0.125 mol) was added. The mixture was then stirred for 1 hour. The ice-water bath was remove...